This data is from the Open Reaction Database (ORD), a public repository of structured organic reaction records. The task is: describe an organic reaction: reactants, conditions, products, and yield The reactants are COC1=CC=C(C(C(=O)O)=C1)C=O (5-methoxyphthalaldehydic acid), C(C)(=O)[O-].[Na+] (sodium acetate), S1C(=S)NC(=O)C1 (rhodanine), C(C)(=O)O (acetic acid). Run in O (water). Yields the product C(=O)(O)C1=C(C=C2C(NC(S2)=S)=O)C=CC(=C1)OC (5-(2-Carboxy-4-methoxybenzylidene)rhodanine). Reaction SMILES: [CH3:1][O:2][C:3]1[CH:11]=[C:7]([C:8]([OH:10])=[O:9])[C:6]([CH:12]=O)=[CH:5][CH:4]=1.[S:14]1[CH2:20][C:18](=[O:19])[NH:17][C:15]1=[S:16].C(O)(=O)C.C([O-])(=O)C.[Na+]>O>[C:8]([C:7]1[CH:11]=[C:3]([O:2][CH3:1])[CH:4]=[CH:5][C:6]=1[CH:12]=[C:20]1[S:14][C:15](=[S:16])[NH:17][C:18]1=[O:19])([OH:10])=[O:9] |f:3.4|. Procedure: To a hot stirred solution of 0.90 g. (5.0 mM) of 5-methoxyphthalaldehydic acid and 0.67 g. (5.0 mM) of rhodanine in 4 ml. of acetic acid is added 1.35 g. (16.4 mM) of anhydrous sodium acetate. After refluxing 0.5 hour, the solid yellow mass is cooled, poured into water, and filtered to separate 5-(2-carboxy-4-methoxybenzylidene)rhodanine as a yellow solid.